This data is from the Open Reaction Database (ORD), a public repository of structured organic reaction records. The task is: describe an organic reaction: reactants, conditions, products, and yield Starting materials: NC1=NC(=CN=C1)Cl (2-amino-6-chloropyrazine), C(CCC)[Sn](C1=NC=CC=C1)(CCCC)CCCC (2-(tributylstannyl)pyridine). The reagents and catalysts are C=1C=CC(=CC1)[P](C=2C=CC=CC2)(C=3C=CC=CC3)[Pd]([P](C=4C=CC=CC4)(C=5C=CC=CC5)C=6C=CC=CC6)([P](C=7C=CC=CC7)(C=8C=CC=CC8)C=9C=CC=CC9)[P](C=1C=CC=CC1)(C=1C=CC=CC1)C=1C=CC=CC1 (tetrakis(triphenylphosphine)palladium). The solvent is C=1(C(=CC=CC1)C)C (xylene). Conditions: time 20 hour. Yields the product N1=C(C=CC=C1)C1=CN=CC(=N1)N (6-Pyridin-2-ylpyrazin-2-amine). Isolated yield 71.5%. As a reaction SMILES: [NH2:1][C:2]1[CH:7]=[N:6][CH:5]=[C:4](Cl)[N:3]=1.C([Sn](CCCC)(CCCC)[C:14]1[CH:19]=[CH:18][CH:17]=[CH:16][N:15]=1)CCC>C1C=CC([P]([Pd]([P](C2C=CC=CC=2)(C2C=CC=CC=2)C2C=CC=CC=2)([P](C2C=CC=CC=2)(C2C=CC=CC=2)C2C=CC=CC=2)[P](C2C=CC=CC=2)(C2C=CC=CC=2)C2C=CC=CC=2)(C2C=CC=CC=2)C2C=CC=CC=2)=CC=1.C1(C)C(C)=CC=CC=1>[N:15]1[CH:16]=[CH:17][CH:18]=[CH:19][C:14]=1[C:4]1[N:3]=[C:2]([NH2:1])[CH:7]=[N:6][CH:5]=1 |^1:31,33,52,71|. Reported procedure: An oven dried resealable Schlenk tube was charged with 2-amino-6-chloropyrazine (1.00 g, 7.72 mmol), 2-(tributylstannyl)pyridine (3.55 g, 7.72 mmol) and xylene (40 mL). The Schlenk tube was subjected to three cycles of evacuation-backfilling with argon, and tetrakis(triphenylphosphine)palladium (446 mg, 0.38 mmol) was added. After three new cycles of evacuation-backfilling with argon, the Schlenk tube was capped and placed in a 150° C. oil bath. After 20 h, the mixture was cooled, partitioned be...